This data is from the Open Reaction Database (ORD), a public repository of structured organic reaction records. The task is: describe an organic reaction: reactants, conditions, products, and yield Reactants: mixture, C1(=CC=CC=C1)S(=O)(=O)N1C=CC=2C1=NC=C(C2N[C@@H]2C[C@H](CCC2)O)[N+](=O)[O-] (Trans (racemic) 3-(1-Benzenesulfonyl-5-nitro-1H-pyrrolo[2,3-b]pyridin-4-ylamino)-cyclohexanol), C1(=CC=CC=C1)S(=O)(=O)N1C=CC=2C1=NC=C(C2N[C@H]2C[C@H](CCC2)O)[N+](=O)[O-] (Cis (racemic) 3-(1-Benzenesulfonyl-5-nitro-1H-pyrrolo[2,3-b]pyridin-4-ylamino)-cyclohexanol). The product is C1(=CC=CC=C1)S(=O)(=O)N1C=CC=2C1=NC=C(C2NC2CC(CCC2)O)[N+](=O)[O-] (3-(1-Benzenesulfonyl-5-nitro-1H-pyrrolo[2,3-b]pyridin-4-ylamino)-cyclohexanol). Reaction SMILES: [C:1]1([S:7]([N:10]2[C:14]3=[N:15][CH:16]=[C:17]([N+:27]([O-:29])=[O:28])[C:18]([NH:19][C@H:20]4[CH2:25][CH2:24][CH2:23][C@H:22]([OH:26])[CH2:21]4)=[C:13]3[CH:12]=[CH:11]2)(=[O:9])=[O:8])[CH:6]=[CH:5][CH:4]=[CH:3][CH:2]=1.C1(S(N2C3=NC=C([N+]([O-])=O)C(N[C@@H]4CCC[C@H](O)C4)=C3C=C2)(=O)=O)C=CC=CC=1>>[C:1]1([S:7]([N:10]2[C:14]3=[N:15][CH:16]=[C:17]([N+:27]([O-:29])=[O:28])[C:18]([NH:19][CH:20]4[CH2:25][CH2:24][CH2:23][CH:22]([OH:26])[CH2:21]4)=[C:13]3[CH:12]=[CH:11]2)(=[O:9])=[O:8])[CH:6]=[CH:5][CH:4]=[CH:3][CH:2]=1. Procedure details: A stirred suspension of 1-Benzenesulfonyl-4-chloro-5-nitro-1H-pyrrolo[2,3-b]pyridine (40.00 g, 118.4 mmol) and 3-amino-cyclohexanol (13.99 g, 121.5 mmol, mixture of four stereoisomers) in isopropyl alcohol (150 ml) was treated with N,N-diisopropylethylamine (30.94 ml, 117.65 mmol) and heated at about 82° C. overnight. The reaction mixture was concentrated under reduced pressure to give the crude product, which was purified in four batches by ISCO column chromatography (0-100% Ethyl acetate in he... Starting materials: S(=O)(=O)(C1=CC=C(C)C=C1)NC(C)C(=O)Cl (tosyl-DL-alanyl chloride), C(C)N (ethylamine). Solvent: ClCCl (dichloromethane), ClCCl (dichloromethane). Product: C(C)NC(C(NS(=O)(=O)C1=CC=C(C)C=C1)C)=O (tosyl-DL-alanine ethylamide). Reaction SMILES: [S:1]([NH:11][CH:12]([C:14](Cl)=[O:15])[CH3:13])([C:4]1[CH:10]=[CH:9][C:7]([CH3:8])=[CH:6][CH:5]=1)(=[O:3])=[O:2].[CH2:17]([NH2:19])[CH3:18]>ClCCl>[CH2:17]([NH:19][C:14](=[O:15])[CH:12]([CH3:13])[NH:11][S:1]([C:4]1[CH:10]=[CH:9][C:7]([CH3:8])=[CH:6][CH:5]=1)(=[O:3])=[O:2])[CH3:18]. Procedure details: A solution of 125 grams of tosyl-DL-alanyl chloride (A. F. Beecham, J. Am. Chem. Soc., 79, 325-7) in 800 ml. of dichloromethane was added with stirring to 73 grams of anhydrous ethylamine and 400 ml. of dichloromethane in a reaction flask equipped with a dry ice condenser. The mixture was refluxed 4 hours after addition was completed. The reaction mixture was extracted with water then dried over magnesium sulfate. The solvent was removed in vacuo. The residue was slurried with diethyl ether and ... Reported procedure: A mixture of 100 g (0.623 mole) of 6-chloromethylpyrimidine-2,4-dione and 200 ml of anhydrous ammonia was allowed to react overnight in a sealed bomb at about 20° C. The solid residue was slurried in ethyl acetate, and was then separated by filtration and washed sequentially with water and methanol to provide 6-aminomethylpyrimidine-2,4-dione, m.p. 295°-297° C. The solvent is C(C)(=O)OCC (ethyl acetate). RXN SMILES: Cl[CH2:2][C:3]1[NH:8][C:7](=[O:9])[NH:6][C:5](=[O:10])[CH:4]=1.[NH3:11]>C(OCC)(=O)C>[NH2:11][CH2:2][C:3]1[NH:8][C:7](=[O:9])[NH:6][C:5](=[O:10])[CH:4]=1. Yields the product NCC1=CC(NC(N1)=O)=O (6-aminomethylpyrimidine-2,4-dione). Starting materials: ClCC1=CC(NC(N1)=O)=O (6-chloromethylpyrimidine-2,4-dione), N (ammonia). Starting materials: Cl.NCC(=O)NCCC(=O)OCC (ethyl 3-{(2-aminoacetyl)amino}-propionate monohydrochloride), C1(=CC=CC=C1)C(CC(=O)O)(C1=CC=CC=C1)C1=CC=CC=C1 (3,3,3-triphenylpropionic acid), O.ON1N=NC2=C1C=CC=C2 (1-hydroxybenzotriazole monohydrate), Cl.C(C)N=C=NCCCN(C)C (1-ethyl-3-(3-dimethylaminopropyl)carbodiimide monohydrochloride). The solvent is C(Cl)(Cl)Cl (chloroform), C(C)N(CC)CC (triethylamine), C(C)(=O)OCC (ethyl acetate). Conditions: time 2 hour. Yields the product C1(=CC=CC=C1)C(CC(=O)NCC(=O)NCCC(=O)OCC)(C1=CC=CC=C1)C1=CC=CC=C1 (ethyl 3-(2-{(3,3,3-triphenylpropanoyl)amino}-acetylamino)propionate). The yield is 51.4%. As a reaction SMILES: Cl.[NH2:2][CH2:3][C:4]([NH:6][CH2:7][CH2:8][C:9]([O:11][CH2:12][CH3:13])=[O:10])=[O:5].[C:14]1([C:20]([C:31]2[CH:36]=[CH:35][CH:34]=[CH:33][CH:32]=2)([C:25]2[CH:30]=[CH:29][CH:28]=[CH:27][CH:26]=2)[CH2:21][C:22](O)=[O:23])[CH:19]=[CH:18][CH:17]=[CH:16][CH:15]=1.O.ON1C2C=CC=CC=2N=N1.Cl.C(N=C=NCCCN(C)C)C>C(Cl)(Cl)Cl.C(OCC)(=O)C.C(N(CC)CC)C>[C:31]1([C:20]([C:14]2[CH:15]=[CH:16][CH:17]=[CH:18][CH:19]=2)([C:25]2[CH:26]=[CH:27][CH:28]=[CH:29][CH:30]=2)[CH2:21][C:22]([NH:2][CH2:3][C:4]([NH:6][CH2:7][CH2:8][C:9]([O:11][CH2:12][CH3:13])=[O:10])=[O:5])=[O:23])[CH:32]=[CH:33][CH:34]=[CH:35][CH:36]=1 |f:0.1,3.4,5.6|. Procedure: To a solution of 1.52 g of ethyl 3-{(2-aminoacetyl)amino}-propionate monohydrochloride and 2.18 g of 3,3,3-triphenylpropionic acid in 20 ml of chloroform, 1.46 g of 1-hydroxybenzotriazole monohydrate, 2.07 g of 1-ethyl-3-(3-dimethylaminopropyl)carbodiimide monohydrochloride and 2.0 ml of triethylamine were successively added at room temperature by the order stated, followed by 2 hours' stirring at the same temperature. The reaction liquid was diluted with ethyl acetate and washed successively wi... Reactants: N1C=NC=C1 (imidazole), ClC=1N=C(C2=C(N1)SC(=C2)Cl)NCC2=CC1=C(C=C2)OCO1 (2,6-dichloro-4-(3,4-methylenedioxybenzylamino)-thieno-[2,3-d]-pyrimidine). The product is N1(C=NC=C1)C=1N=C(C2=C(N1)SC(=C2)Cl)NCC2=CC1=C(C=C2)OCO1 (2-(imidazol-1-yl)-6-chloro-4-(3,4-methylenedioxybenzylamino)-thieno-[2,3-d]-pyrimidine). RXN SMILES: [NH:1]1[CH:5]=[CH:4][N:3]=[CH:2]1.Cl[C:7]1[N:8]=[C:9]([NH:17][CH2:18][C:19]2[CH:24]=[CH:23][C:22]3[O:25][CH2:26][O:27][C:21]=3[CH:20]=2)[C:10]2[CH:15]=[C:14]([Cl:16])[S:13][C:11]=2[N:12]=1>>[N:1]1([C:7]2[N:8]=[C:9]([NH:17][CH2:18][C:19]3[CH:24]=[CH:23][C:22]4[O:25][CH2:26][O:27][C:21]=4[CH:20]=3)[C:10]3[CH:15]=[C:14]([Cl:16])[S:13][C:11]=3[N:12]=2)[CH:5]=[CH:4][N:3]=[CH:2]1. Procedure details: Following the procedure of Example 97, the reaction of imidazole with 2,6-dichloro-4-(3,4-methylenedioxybenzylamino)-thieno-[2,3-d]-pyrimidine gives 2-(imidazol-1-yl)-6-chloro-4-(3,4-methylenedioxybenzylamino)-thieno-[2,3-d]-pyrimidine. Reactants: CNN (methylhydrazine), C(=O)(OCC)C1=C(NC(=C1Cl)Cl)C=O (3-carbethoxy-4,5-dichloro-2-formylpyrrole), S(O)(O)(=O)=O (sulfuric acid). The solvent is C(C)O (ethanol). Product: ClC1=C(C2=C(C=NN(C2=O)C)N1)Cl (2,3-Dichloro-5-methyl-1H-pyrrolo[2,3-d]pyridazin-4(5H)-one). Yield: 75.5%. Reaction SMILES: [CH3:1][NH:2][NH2:3].[C:4]([C:9]1[C:13]([Cl:14])=[C:12]([Cl:15])[NH:11][C:10]=1[CH:16]=O)(OCC)=[O:5].S(=O)(=O)(O)O>C(O)C>[Cl:15][C:12]1[NH:11][C:10]2[CH:16]=[N:3][N:2]([CH3:1])[C:4](=[O:5])[C:9]=2[C:13]=1[Cl:14]. Procedure: A solution of methylhydrazine (4.72 g) and 3-carbethoxy-4,5-dichloro-2-formylpyrrole (4.72 g) in ethanol (50 ml) was refluxed for 2 hours. After cooling to room temperature, concentrated sulfuric acid (0.5 ml) was added and the mixture was refluxed for another 21 hours. The reaction mixture was cooled to room temperature and the resulting crystals were collected by filtration. The crystals were rinsed with ethanol and ether and dried in vacuo to provide the title compound as brown powder (3.29 g... Reactants: [Na] (sodium), CN(CC(=O)C1=CC=C(C=C1)[C@H](C)NC(OC(C)(C)C)=O)C (tert-butyl {(1S)-1-[4-(N,N-dimethylglycyl)phenyl]ethyl}carbamate), C(O)([O-])=O.[Na+] (sodium hydrogen carbonate). Run in CO (methanol). Reaction conditions: time 30 minute. Yields the product C(C)(C)(C)OC(N[C@@H](C)C1=CC=C(C=C1)C(CN(C)C)O)=O (tert-butyl((1S)-1-{4-[2-(dimethylamino)-1-hydroxyethyl]phenyl}ethyl)carbamate). RXN SMILES: [CH3:1][N:2]([CH3:22])[CH2:3][C:4]([C:6]1[CH:11]=[CH:10][C:9]([C@@H:12]([NH:14][C:15](=[O:21])[O:16][C:17]([CH3:20])([CH3:19])[CH3:18])[CH3:13])=[CH:8][CH:7]=1)=[O:5].[Na].C(=O)([O-])O.[Na+]>CO>[C:17]([O:16][C:15](=[O:21])[NH:14][C@H:12]([C:9]1[CH:8]=[CH:7][C:6]([CH:4]([OH:5])[CH2:3][N:2]([CH3:1])[CH3:22])=[CH:11][CH:10]=1)[CH3:13])([CH3:19])([CH3:18])[CH3:20] |f:2.3,^1:22|. Procedure details: 26.3 mg of the compound [1-4] was dissolved in 1.5 mL of methanol, 16.2 mg of sodium boronhydride was added thereto, and the mixture was stirred for 30 minutes at room temperature. To the reaction solution was added a saturated aqueous solution of sodium hydrogen carbonate, and the solution was extracted with a mixed solvent of chloroform and methanol (mixing ratio: 9/1). The organic layer was washed with saturated brine and dried over anhydrous sodium sulfate. The insolubles were filtered, and ... Starting materials: ClC=1C=C2C(=NC1C1=CC=C(C=C1)B1OC(C(O1)(C)C)(C)C)N(C(=N2)O[C@@H]2CO[C@H]1[C@@H]2OC[C@H]1O)COCC[Si](C)(C)C ((3R,3aR,6R,6aR)-6-(6-chloro-5-(4-(4,4,5,5-tetramethyl-1,3,2-dioxaborolan-2-yl)phenyl)-3-(2-trimethylsilanyl-ethoxymethyl)-3H-imidazo[4,5-b]pyridin-2-yloxy)hexahydrofuro[3,2-b]furan-3-ol), BrC1=CC=C(C=C1)NS(=O)(=NC1CCC1)C (N-(4-bromophenyl)-N′-cyclobutyl-methanesulfonimidamide), Intermediate 3. Product: O[C@@H]1CO[C@H]2[C@@H]1OC[C@H]2OC2=NC=1C(=NC(=C(C1)Cl)C1=CC=C(C=C1)C1=CC=C(C=C1)NS(=O)(=NC1CCC1)C)N2COCC[Si](C)(C)C (N-{4-[4-(2-{[(3R,3aR,6R,6aR)-6-Hydroxy-hexahydrofuro[3,2-b]furan-3-yl]oxy}-6-chloro-3-{[2-(trimethylsilyl)ethoxy]methyl}-3H-imidazo[4,5-b]pyridin-5-yl)phenyl]phenyl}-N′-cyclobutyl-methanesulfonimidamide). Reaction SMILES: [Cl:1][C:2]1[CH:3]=[C:4]2[N:25]=[C:24]([O:26][C@H:27]3[C@H:31]4[O:32][CH2:33][C@@H:34]([OH:35])[C@H:30]4[O:29][CH2:28]3)[N:23]([CH2:36][O:37][CH2:38][CH2:39][Si:40]([CH3:43])([CH3:42])[CH3:41])[C:5]2=[N:6][C:7]=1[C:8]1[CH:13]=[CH:12][C:11](B2OC(C)(C)C(C)(C)O2)=[CH:10][CH:9]=1.Br[C:45]1[CH:50]=[CH:49][C:48]([NH:51][S:52]([CH3:59])(=[N:54][CH:55]2[CH2:58][CH2:57][CH2:56]2)=[O:53])=[CH:47][CH:46]=1>>[OH:35][C@H:34]1[C@H:30]2[O:29][CH2:28][C@@H:27]([O:26][C:24]3[N:23]([CH2:36][O:37][CH2:38][CH2:39][Si:40]([CH3:43])([CH3:42])[CH3:41])[C:5]4=[N:6][C:7]([C:8]5[CH:13]=[CH:12][C:11]([C:45]6[CH:50]=[CH:49][C:48]([NH:51][S:52]([CH3:59])(=[N:54][CH:55]7[CH2:58][CH2:57][CH2:56]7)=[O:53])=[CH:47][CH:46]=6)=[CH:10][CH:9]=5)=[C:2]([Cl:1])[CH:3]=[C:4]4[N:25]=3)[C@H:31]2[O:32][CH2:33]1. Reported procedure: The title compound is prepared from (3R,3aR,6R,6aR)-6-(6-chloro-5-(4-(4,4,5,5-tetramethyl-1,3,2-dioxaborolan-2-yl)phenyl)-3-(2-trimethylsilanyl-ethoxymethyl)-3H-imidazo[4,5-b]pyridin-2-yloxy)hexahydrofuro[3,2-b]furan-3-ol and N-(4-bromophenyl)-N′-cyclobutyl-methanesulfonimidamide following a procedure analogous to that described for Intermediate 3 (Step 3). LC (method 1): tR=1.14 min; Mass spectrum (ESI+): m/z=726 [M+H]+.